This data is from the Open Reaction Database (ORD), a public repository of structured organic reaction records. The task is: describe an organic reaction: reactants, conditions, products, and yield The reactants are BrCC1=C(C=C(OC(C(=O)OC)C2=CC=CC=C2)C=C1)Cl (methyl 2-(4-bromomethyl-3-chlorophenoxy)-2-phenylacetate), CC1=CC(=C2C(=N1)N=C(N2)CC)C (5,7-dimethyl-2-ethylimidazo[4,5-b]pyridine). The product is C(=O)(OC)C(OC1=CC(=C(C=C1)CN1C(=NC=2C1=NC(=CC2C)C)CC)Cl)C2=CC=CC=C2 (3-[4-(1-carbomethoxy-1-phenylmethoxy)-2-chlorophenylmethyl]-5,7-dimethyl-2-ethyl-3H-imidazo[4,5-b]pyridine). Yield: 69.9%. Reaction SMILES: Br[CH2:2][C:3]1[CH:20]=[CH:19][C:6]([O:7][CH:8]([C:13]2[CH:18]=[CH:17][CH:16]=[CH:15][CH:14]=2)[C:9]([O:11][CH3:12])=[O:10])=[CH:5][C:4]=1[Cl:21].[CH3:22][C:23]1[N:28]=[C:27]2[N:29]=[C:30]([CH2:32][CH3:33])[NH:31][C:26]2=[C:25]([CH3:34])[CH:24]=1>>[C:9]([CH:8]([C:13]1[CH:18]=[CH:17][CH:16]=[CH:15][CH:14]=1)[O:7][C:6]1[CH:19]=[CH:20][C:3]([CH2:2][N:29]2[C:27]3=[N:28][C:23]([CH3:22])=[CH:24][C:25]([CH3:34])=[C:26]3[N:31]=[C:30]2[CH2:32][CH3:33])=[C:4]([Cl:21])[CH:5]=1)([O:11][CH3:12])=[O:10]. Procedure: The product of Step C (0.116 g, 0.31 mmol) was used to alkylate 0.050 g (0.29 mmol) of 5,7-dimethyl-2-ethylimidazo[4,5-b]pyridine according to the procedure described for Step B of Example 2, which after purification afforded 0.094 g (69%) of the title compound. The solvent is C(Cl)Cl (CH2Cl2). Reaction conditions: time 45 minute. The reactants are C(=O)(OCC1C2=CC=CC=C2C2=CC=CC=C12)N(CC(=O)O)C1CCC2=CC=CC=C12.N[C@@H](C(C)C)C(=O)OCC=C (Fmoc-Indanylglycine Val-OAllyl), CN(C)C=O (DMF), N1CCCCC1 (piperidine). Yield: 98.6%. Yields the product C1(CCC2=CC=CC=C12)NCC(=O)O.N[C@@H](C(C)C)C(=O)OCC=C (Indanylglycine Val-OAllyl). Reported procedure: Fmoc-Indanylglycine-Val-OAllyl (0.758 g, 1.31 mmol) was solvated in CH2Cl2 (5 mL) and DMF (1.8 mL) followed by dropwise addition of piperidine (1.05 mL, 8.1 eq) over 30 seconds. After 45 min, the mixture was subjected to extraction CH2Cl2/brine (30/15 mL) and saturated NH4Cl (5 mL). The organic layer was dried over MgSO4, concentrates and purified by silica using a gradient of MeOH/CH2Cl2 (0 to 5%) to get 0.45 g of the desired compound. As a reaction SMILES: C([N:18]([CH:23]1[C:31]2[C:26](=[CH:27][CH:28]=[CH:29][CH:30]=2)[CH2:25][CH2:24]1)[CH2:19][C:20]([OH:22])=[O:21])(OCC1C2C(=CC=CC=2)C2C1=CC=CC=2)=O.[NH2:32][C@H:33]([C:37]([O:39][CH2:40][CH:41]=[CH2:42])=[O:38])[CH:34]([CH3:36])[CH3:35].CN(C=O)C.N1CCCCC1>C(Cl)Cl>[CH:23]1([NH:18][CH2:19][C:20]([OH:22])=[O:21])[C:31]2[C:26](=[CH:27][CH:28]=[CH:29][CH:30]=2)[CH2:25][CH2:24]1.[NH2:32][C@H:33]([C:37]([O:39][CH2:40][CH:41]=[CH2:42])=[O:38])[CH:34]([CH3:36])[CH3:35] |f:0.1,5.6|. The reactants are ClC=1C=CC=C2C(=NN(C12)CCC)C1=CC(=C(C=C1)OC)F (7-chloro-3-(3-fluoro-4-methoxyphenyl)-1-propyl-1H-indazole), 1,3-bis(2,6-diisopropylphenyl)imidazol-2-ylidene HCl, Cl (hydrochloric acid), C1(=CC=CC=C1)[Mg]Br (Phenylmagnesium bromide). Reagents/catalysts: C=1C=CC(=CC1)/C=C/C(=O)/C=C/C2=CC=CC=C2.C=1C=CC(=CC1)/C=C/C(=O)/C=C/C2=CC=CC=C2.C=1C=CC(=CC1)/C=C/C(=O)/C=C/C2=CC=CC=C2.[Pd].[Pd] (tris(dibenzylideneacetone)-dipalladium(0)). The solvent is O1CCOCC1 (dioxane). Run at temperature 80 celsius. The product is FC=1C=C(C=CC1OC)C1=NN(C2=C(C=CC=C12)C1=CC=CC=C1)CCC (3-(3-Fluoro-4-methoxyphenyl)-7-phenyl-1-propyl-1H-indazole). The yield is 66.1%. RXN SMILES: Cl[C:2]1[CH:3]=[CH:4][CH:5]=[C:6]2[C:10]=1[N:9]([CH2:11][CH2:12][CH3:13])[N:8]=[C:7]2[C:14]1[CH:19]=[CH:18][C:17]([O:20][CH3:21])=[C:16]([F:22])[CH:15]=1.[C:23]1([Mg]Br)[CH:28]=[CH:27][CH:26]=[CH:25][CH:24]=1.Cl>O1CCOCC1.C1C=CC(/C=C/C(/C=C/C2C=CC=CC=2)=O)=CC=1.C1C=CC(/C=C/C(/C=C/C2C=CC=CC=2)=O)=CC=1.C1C=CC(/C=C/C(/C=C/C2C=CC=CC=2)=O)=CC=1.[Pd].[Pd]>[F:22][C:16]1[CH:15]=[C:14]([C:7]2[C:6]3[C:10](=[C:2]([C:23]4[CH:28]=[CH:27][CH:26]=[CH:25][CH:24]=4)[CH:3]=[CH:4][CH:5]=3)[N:9]([CH2:11][CH2:12][CH3:13])[N:8]=2)[CH:19]=[CH:18][C:17]=1[O:20][CH3:21] |f:4.5.6.7.8|. Procedure details: To a stirred solution of 7-chloro-3-(3-fluoro-4-methoxyphenyl)-1-propyl-1H-indazole (0.38 g, 1.18 mmol) in anhydrous dioxane (6 mL) was added tris(dibenzylideneacetone)-dipalladium(0) (0.022 g, 0.024 mmol) and 1,3-bis(2,6-diisopropylphenyl)imidazol-2-ylidene HCl (0.02 g, 0.047 mmol). Phenylmagnesium bromide (0.71 mL, 1.40 mmol, 2M in diethyl ether) was added and the reaction heated to 80° C. for 18 hours. The reaction mixture was treated with 1 N hydrochloric acid solution and extracted with eth...